Dataset: the Open Reaction Database (ORD), a public repository of structured organic reaction records. Task: describe an organic reaction: reactants, conditions, products, and yield Starting materials: C(CO)O (ethylene glycol), C(#N)C1(CCC(CC1)=O)C1=CC=C(C=C1)F (4-cyano-4-(4-fluorophenyl)cyclohexanone), ethylene ketal, ethylene ketal, [OH-].[K+] (potassium hydroxide). The solvent is O (water). The product is C(=O)(O)C1(CCC(CC1)=O)C1=CC=C(C=C1)F (4-carboxy-4-(4-fluorophenyl)cyclohexanone). Isolated yield 93.0%. RXN SMILES: [C:1]([C:3]1([C:10]2[CH:15]=[CH:14][C:13]([F:16])=[CH:12][CH:11]=2)[CH2:8][CH2:7][C:6](=[O:9])[CH2:5][CH2:4]1)#N.[OH-:17].[K+].C(O)C[OH:21]>O>[C:1]([C:3]1([C:10]2[CH:15]=[CH:14][C:13]([F:16])=[CH:12][CH:11]=2)[CH2:8][CH2:7][C:6](=[O:9])[CH2:5][CH2:4]1)([OH:21])=[O:17] |f:1.2|. Procedure details: A mixture of 18.17 g. (0.07 mole) of 4-cyano-4-(4-fluorophenyl)cyclohexanone, ethylene ketal (prepared in Example 20 and 15 g. of potassium hydroxide in 150 ml. of ethylene glycol is heated at reflux for about 16 hours. The resulting solution is allowed to cool, diluted with water and washed with ether. The aqueous layer is covered with ether and then cautiously acidified. The aqueous layer is extracted with two additional portions of ether and the extracts combined. The extracts are evaporated ... The reactants are CCO, ClCCl, COc1ccc2nccc(CCN3CC(O)C(CN)C3)c2n1, O=Cc1cc2c(cn1)OCCO2. Yields the product COc1ccc2nccc(CCN3CC(O)C(CNCc4cc5c(cn4)OCCO5)C3)c2n1. RXN SMILES: [CH3:38][CH2:39][OH:40].[Cl:35][CH2:36][Cl:37].[NH2:1][CH2:2][CH:3]1[CH:4]([OH:22])[CH2:5][N:6]([CH2:8][CH2:9][c:10]2[cH:11][cH:12][n:13][c:14]3[cH:15][cH:16][c:17]([O:20][CH3:21])[n:18][c:19]23)[CH2:7]1.[O:23]1[CH2:24][CH2:25][O:26][c:27]2[cH:28][n:29][c:30]([CH:33]=[O:34])[cH:31][c:32]21>>[NH:1]([CH2:2][CH:3]1[CH:4]([OH:22])[CH2:5][N:6]([CH2:8][CH2:9][c:10]2[cH:11][cH:12][n:13][c:14]3[cH:15][cH:16][c:17]([O:20][CH3:21])[n:18][c:19]23)[CH2:7]1)[CH2:33][c:30]1[n:29][cH:28][c:27]2[c:32]([cH:31]1)[O:23][CH2:24][CH2:25][O:26]2. The reactants are [H][H] (hydrogen), ClC(=O)OCC (ethyl chloroformate), O([Si](C)(C)C(C)(C)C)CCN=NNC (1-(2-(tert-butyldimethylsiloxy)ethyl)-3-methyltriazene), [H-].[K+] (potassium hydride), C1CCC2C(C1)OCCOCCOC3CCCCC3OCCOCCO2 (dicyclohexano-18-crown-6 ether), [Cl-].[NH4+] (ammonium chloride), [OH-].[NH4+] (ammonium hydroxide). Run in CCOCC (ether), CCOCC (ether), CCOCC (ether). Run at temperature -30 celsius. The product is O([Si](C)(C)C(C)(C)C)CCN=NN(C)C(=O)OCC (1-(2-(tert-Butyldimethylsiloxy]ethyl)-3-carboethoxy-3-methyltriazene). The yield is 58.6%. As a reaction SMILES: [O:1]([CH2:9][CH2:10][N:11]=[N:12][NH:13][CH3:14])[Si:2]([C:5]([CH3:8])([CH3:7])[CH3:6])([CH3:4])[CH3:3].[H-].[K+].C1CC2OCCOCCOC3C(OCCOCCOC2CC1)CCCC3.[H][H].Cl[C:46]([O:48][CH2:49][CH3:50])=[O:47].[OH-].[NH4+].[Cl-].[NH4+]>CCOCC>[O:1]([CH2:9][CH2:10][N:11]=[N:12][N:13]([C:46]([O:48][CH2:49][CH3:50])=[O:47])[CH3:14])[Si:2]([C:5]([CH3:8])([CH3:7])[CH3:6])([CH3:3])[CH3:4] |f:1.2,6.7,8.9|. Reported procedure: A solution of 1-(2-(tert-butyldimethylsiloxy)ethyl)-3-methyltriazene, 3, (24.0 g, 0.11 mol) in anhydrous ether (70 mL) was added dropwise over 1.5 h to a stirred suspension of potassium hydride (- 6 g, 0.15 mol) in anhydrous ether containing 50 mg (1.3×10-4 mol) of dicyclohexano-18-crown-6 ether at 25° C. under nitrogen. Stirring was continued for 30 min until hydrogen evolution had ceased. The reaction mixture was cooled to -30° C. and then ethyl chloroformate (13.1 g, 0.12 mol) in anhydrous et... The reactants are CCOC(C)=O, [H-], [Na+], O=c1nc(-c2cccc(CS(=O)(=O)[O-])n2)sc2ccccc12, CN(C)C=O, O, Sc1ccncc1. Yields the product O=c1nc(-c2cccc(CSc3ccncc3)n2)sc2ccccc12. Reaction SMILES: [CH3:32][CH2:33][O:34][C:35](=[O:36])[CH3:37].[H-:8].[Na+:9].[O:10]=[c:11]1[n:12][c:13](-[c:21]2[cH:22][cH:23][cH:24][c:25]([CH2:27][S:28]([O-:29])(=[O:30])=[O:31])[n:26]2)[s:14][c:15]2[c:16]1[cH:17][cH:18][cH:19][cH:20]2.[O:38]=[CH:39][N:40]([CH3:41])[CH3:42].[OH2:43].[SH:1][c:2]1[cH:3][cH:4][n:5][cH:6][cH:7]1>>[S:1]([c:2]1[cH:3][cH:4][n:5][cH:6][cH:7]1)[CH2:27][c:25]1[cH:24][cH:23][cH:22][c:21](-[c:13]2[n:12][c:11](=[O:10])[c:16]3[c:15]([s:14]2)[cH:20][cH:19][cH:18][cH:17]3)[n:26]1. Reactants: Cl (hydrogen chloride), C(=O)(Cl)Cl (phosgene), Cl (hydrogen chloride), C1(CCCCCO1)=O (6-caprolactone), [Cl-].C[N+]1(CCCCC1)C (N,N-dimethylpiperidinium chloride), C(=O)(Cl)Cl (phosgene). Yields the product ClCCCCCC(=O)Cl (6-chlorohexanoyl chloride), C1(CCCCCO1)=O (caprolactone). RXN SMILES: [C:1]1(=[O:8])[O:7][CH2:6][CH2:5][CH2:4][CH2:3][CH2:2]1.[Cl-:9].C[N+]1(C)CCCCC1.C(Cl)(Cl)=O.[ClH:22]>>[Cl:9][CH2:1][CH2:2][CH2:3][CH2:4][CH2:5][C:6]([Cl:22])=[O:7].[C:1]1(=[O:8])[O:7][CH2:6][CH2:5][CH2:4][CH2:3][CH2:2]1 |f:1.2|. Procedure details: 456 parts of 6-caprolactone and 9 parts of N,N-dimethylpiperidinium chloride are initially taken in the stirred reactor described in Example 1. 380 parts of phosgene and 70 parts of hydrogen chloride are passed in at 170°-175° C. in the course of 7 hours. The reaction mixture is then kept at this temperature for a further hour. Any phosgene and hydrogen chloride still present are blown out with nitrogen, and the reaction mixture is then worked up by distillation under reduced pressure. 424 parts... The reactants are C(C)(C)[Si](OC[C@@H]1N(CCC1)C1=NN=C2N1C=C(C=C2)O[C@@H]2CC[C@@H](C1=CC=CC=C21)N)(C(C)C)C(C)C ((1S,4R)-4-[3-((R)-2-Triisopropylsilanyloxymethyl-pyrrolidin-1-yl)-[1,2,4]triazolo[4,3-a]pyridin-6-yloxy]-1,2,3,4-tetrahydro-naphthalen-1-ylamine), N (NH3), ClC(COC(NC=1N(N=C(C1)C(C)(C)C)C1=CC=C(C=C1)C)=O)(Cl)Cl ((5-tert-butyl-2-p-tolyl-2H-pyrazol-3-yl)-carbamic acid 2,2,2-trichloro-ethyl ester), CCN(C(C)C)C(C)C (DIPEA). Run in C(Cl)Cl (DCM), CN(C)C=O (DMF), CO (MeOH). The product is C(C)(C)(C)C=1C=C(N(N1)C1=CC=C(C=C1)C)NC(=O)N[C@H]1CC[C@H](C2=CC=CC=C12)OC=1C=CC=2N(C1)C(=NN2)N2[C@H](CCC2)CO[Si](C(C)C)(C(C)C)C(C)C (1-(5-tert-Butyl-2-p-tolyl-2H-pyrazol-3-yl)-3-{(1S,4R)-4-[3-((R)-2-triisopropylsilanyloxymethyl-pyrrolidin-1-yl)-[1,2,4]triazolo[4,3-a]pyridin-6-yloxy]-1,2,3,4-tetrahydro-naphthalen-1-yl}-urea). Yield: 36.0%. Reaction SMILES: [CH:1]([Si:4]([CH:36]([CH3:38])[CH3:37])([CH:33]([CH3:35])[CH3:34])[O:5][CH2:6][C@H:7]1[CH2:11][CH2:10][CH2:9][N:8]1[C:12]1[N:16]2[CH:17]=[C:18]([O:21][C@H:22]3[C:31]4[C:26](=[CH:27][CH:28]=[CH:29][CH:30]=4)[C@@H:25]([NH2:32])[CH2:24][CH2:23]3)[CH:19]=[CH:20][C:15]2=[N:14][N:13]=1)([CH3:3])[CH3:2].ClC(Cl)(Cl)C[O:42][C:43](=O)[NH:44][C:45]1[N:46]([C:54]2[CH:59]=[CH:58][C:57]([CH3:60])=[CH:56][CH:55]=2)[N:47]=[C:48]([C:50]([CH3:53])([CH3:52])[CH3:51])[CH:49]=1.CCN(C(C)C)C(C)C.N>CN(C=O)C.CO.C(Cl)Cl>[C:50]([C:48]1[CH:49]=[C:45]([NH:44][C:43]([NH:32][C@@H:25]2[C:26]3[C:31](=[CH:30][CH:29]=[CH:28][CH:27]=3)[C@H:22]([O:21][C:18]3[CH:19]=[CH:20][C:15]4[N:16]([C:12]([N:8]5[CH2:9][CH2:10][CH2:11][C@@H:7]5[CH2:6][O:5][Si:4]([CH:1]([CH3:2])[CH3:3])([CH:33]([CH3:35])[CH3:34])[CH:36]([CH3:38])[CH3:37])=[N:13][N:14]=4)[CH:17]=3)[CH2:23][CH2:24]2)=[O:42])[N:46]([C:54]2[CH:59]=[CH:58][C:57]([CH3:60])=[CH:56][CH:55]=2)[N:47]=1)([CH3:53])([CH3:51])[CH3:52]. Procedure: A solution of Intermediate 27c (50 mg, 0.093 mmol), (5-tert-butyl-2-p-tolyl-2H-pyrazol-3-yl)-carbamic acid 2,2,2-trichloro-ethyl ester (Synthetic Communications, 2009, 39, 3999-4009, which is incorporated herein by reference in its entirety; 56 mg, 0.140 mmol) and DIPEA (70 mg, 0.54 mmol) in DMF (2 mL) was stirred at 60° C. for 1 h. The reaction mixture was applied to an SCX-2 cartridge (5 g) and washed with MeOH. The product was eluted with 2M NH3 in MeOH; concentration in vacuo gave a residue.... The reactants are [O-2].[Al+3].[O-2].[O-2].[Al+3] (aluminium oxide), CCC1=C[C@H]2C[C@@](C3=C(CCN(C2)C1)C4=CC=CC=C4N3)(C5=C(C=C6C(=C5)C78CCN9[C@H]7[C@@](C=CC9)([C@H]([C@@]([C@@H]8N6C)(C(=O)OC)O)OC(=O)C)CC)OC)C(=O)OC (anhydrovinblastine). Product: CC[C@]12CN3CCC=4C=5C=CC=CC5NC4[C@](C[C@H](C3)[C@H]1O2)(C=6C=C7C(=CC6OC)N([C@@H]8[C@]79CCN1[C@H]9[C@@](C=CC1)([C@H]([C@@]8(C(=O)OC)O)OC(=O)C)CC)C)C(=O)OC (Leurosine). RXN SMILES: [O-2:1].[Al+3].[O-2].[O-2].[Al+3].[CH3:6][CH2:7][C:8]1[CH2:19][N:17]2[CH2:18][C@H:10]([CH2:11][C@:12]([C:60]([O:62][CH3:63])=[O:61])([C:27]3[CH:32]=[C:31]4[C:33]56[C@@H:44]([N:45]([CH3:46])[C:30]4=[CH:29][C:28]=3[O:58][CH3:59])[C@@:43]([OH:51])([C:47]([O:49][CH3:50])=[O:48])[C@H:42]([O:52][C:53]([CH3:55])=[O:54])[C@:38]3([CH2:56][CH3:57])[CH:39]=[CH:40][CH2:41][N:36]([C@H:37]53)[CH2:35][CH2:34]6)[C:13]3[NH:26][C:25]4[C:20](=[CH:21][CH:22]=[CH:23][CH:24]=4)[C:14]=3[CH2:15][CH2:16]2)[CH:9]=1>>[CH3:6][CH2:7][C@@:8]12[O:1][C@@H:9]1[C@H:10]1[CH2:18][N:17]([CH2:16][CH2:15][C:14]3[C:20]4[CH:21]=[CH:22][CH:23]=[CH:24][C:25]=4[NH:26][C:13]=3[C@@:12]([C:60]([O:62][CH3:63])=[O:61])([C:27]3[CH:32]=[C:31]4[C@:33]56[C@@H:37]7[C@:38]([CH2:56][CH3:57])([C@@H:42]([O:52][C:53]([CH3:55])=[O:54])[C@:43]([OH:51])([C:47]([O:49][CH3:50])=[O:48])[C@@H:44]5[N:45]([CH3:46])[C:30]4=[CH:29][C:28]=3[O:58][CH3:59])[CH:39]=[CH:40][CH2:41][N:36]7[CH2:35][CH2:34]6)[CH2:11]1)[CH2:19]2 |f:0.1.2.3.4|. Procedure: Following the procedure described in the Example 19 but performing the oxidation in the presence of aluminium oxide used in a five-fold amount related to the anhydrovinblastine the title compound is prepared. The quality of the aluminium oxide employed corresponds to the activity grade I or II. The reaction is completed within two hours. The reactants are CN1CCOCC1, CCOC(C)=O, CN(C)C=O, [Cu]I, [Cu], O=C(O)c1ccc(Oc2ccccc2)cc1I, O, O=C(O)CC(O)(CC(=O)O)C(=O)O, Nc1cccc2cccnc12. Product: O=C(O)c1ccc(Oc2ccccc2)cc1Nc1cccc2cccnc12. As a reaction SMILES: [CH3:29][N:30]1[CH2:31][CH2:32][O:33][CH2:34][CH2:35]1.[CH3:53][CH2:54][O:55][C:56](=[O:57])[CH3:58].[CH3:59][N:60]([CH3:61])[CH:62]=[O:63].[Cu:49][I:50].[Cu:51].[I:1][c:2]1[c:3]([C:4](=[O:5])[OH:6])[cH:7][cH:8][c:9]([O:11][c:12]2[cH:13][cH:14][cH:15][cH:16][cH:17]2)[cH:10]1.[OH2:52].[OH:36][C:37]([CH2:38][C:39]([C:40](=[O:41])[OH:42])([CH2:43][C:44](=[O:45])[OH:46])[OH:47])=[O:48].[n:18]1[cH:19][cH:20][cH:21][c:22]2[cH:23][cH:24][cH:25][c:26]([NH2:28])[c:27]12>>[c:2]1([NH:28][c:26]2[cH:25][cH:24][cH:23][c:22]3[cH:21][cH:20][cH:19][n:18][c:27]32)[c:3]([C:4](=[O:5])[OH:6])[cH:7][cH:8][c:9]([O:11][c:12]2[cH:13][cH:14][cH:15][cH:16][cH:17]2)[cH:10]1. Reactants: ClC=1C(=NN(C1N1CC2=C(N=C(N=C2N2[C@@H](COCC2)C)C2=C3C(=NN(C3=CC=C2C)S(=O)(=O)C2=CC=C(C)C=C2)C)CC1)CC)C1CC1 ((R)-4-(6-(4-chloro-3-cyclopropyl-1-ethyl-1H-pyrazol-5-yl)-2-(3,5-dimethyl-1-tosyl-1H-indazol-4-yl)-5,6,7,8-tetrahydropyrido[4,3-d]pyrimidin-4-yl)-3-methylmorpholine), C(=O)([O-])[O-].[K+].[K+] (K2CO3). The solvent is CO (MeOH). Reaction conditions: temperature 55 celsius. Product: ClC=1C(=NN(C1N1CC2=C(N=C(N=C2N2[C@@H](COCC2)C)C2=C3C(=NNC3=CC=C2C)C)CC1)CC)C1CC1 ((R)-4-(6-(4-Chloro-3-cyclopropyl-1-ethyl-1H-pyrazol-5-yl)-2-(3,5-dimethyl-1H-indazol-4-yl)-5,6,7,8-tetrahydropyrido[4,3-d]pyrimidin-4-yl)-3-methylmorpholine). Reaction SMILES: [Cl:1][C:2]1[C:3]([CH:47]2[CH2:49][CH2:48]2)=[N:4][N:5]([CH2:45][CH3:46])[C:6]=1[N:7]1[CH2:44][CH2:43][C:10]2[N:11]=[C:12]([C:22]3[C:30]([CH3:31])=[CH:29][CH:28]=[C:27]4[C:23]=3[C:24]([CH3:42])=[N:25][N:26]4S(C3C=CC(C)=CC=3)(=O)=O)[N:13]=[C:14]([N:15]3[CH2:20][CH2:19][O:18][CH2:17][C@H:16]3[CH3:21])[C:9]=2[CH2:8]1.C([O-])([O-])=O.[K+].[K+]>CO>[Cl:1][C:2]1[C:3]([CH:47]2[CH2:48][CH2:49]2)=[N:4][N:5]([CH2:45][CH3:46])[C:6]=1[N:7]1[CH2:44][CH2:43][C:10]2[N:11]=[C:12]([C:22]3[C:30]([CH3:31])=[CH:29][CH:28]=[C:27]4[C:23]=3[C:24]([CH3:42])=[N:25][NH:26]4)[N:13]=[C:14]([N:15]3[CH2:20][CH2:19][O:18][CH2:17][C@H:16]3[CH3:21])[C:9]=2[CH2:8]1 |f:1.2.3|. Reported procedure: To a solution of (R)-4-(6-(4-chloro-3-cyclopropyl-1-ethyl-1H-pyrazol-5-yl)-2-(3,5-dimethyl-1-tosyl-1H-indazol-4-yl)-5,6,7,8-tetrahydropyrido[4,3-d]pyrimidin-4-yl)-3-methylmorpholine (0.081 g, 0.116 mmol) in MeOH (3 mL) was added K2CO3 (0.080 g, 0.578 mmol). The mixture was heated at 55° C. for 1 h 30 min. The methanol was removed under reduced pressure and the residue was taken up in water and the aqueous phase was neutralized to pH=6 (with 3 N HCl) and then extracted with EtOAc (3×). The combin... The reactants are FC1=C(C(=O)NC=2C=C3C(=NC2)N(C=C3C)S(=O)(=O)C3=CC=CC=C3)C(=CC=C1NS(=O)(=O)CCC)F (2,6-Difluoro-N-(3-methyl-1-(phenylsulfonyl)-1H-pyrrolo[2,3-b]pyridin-5-yl)-3-(propylsulfonamido)benzamide), C(=O)([O-])[O-].[K+].[K+] (K2CO3). The solvent is CO (MeOH), O (water). Yields the product FC1=C(C(=O)NC=2C=C3C(=NC2)NC(=C3)C)C(=CC=C1NS(=O)(=O)CCC)F (2,6-difluoro-N-(2-methyl-1H-pyrrolo[2,3-b]pyridin-5-yl)-3-(propylsulfonamido)benzamide). As a reaction SMILES: [F:1][C:2]1[C:29]([NH:30][S:31]([CH2:34][CH2:35][CH3:36])(=[O:33])=[O:32])=[CH:28][CH:27]=[C:26]([F:37])[C:3]=1[C:4]([NH:6][C:7]1[CH:8]=[C:9]2[C:15](C)=[CH:14][N:13](S(C3C=CC=CC=3)(=O)=O)[C:10]2=[N:11][CH:12]=1)=[O:5].[C:38]([O-])([O-])=O.[K+].[K+]>CO.O>[F:1][C:2]1[C:29]([NH:30][S:31]([CH2:34][CH2:35][CH3:36])(=[O:33])=[O:32])=[CH:28][CH:27]=[C:26]([F:37])[C:3]=1[C:4]([NH:6][C:7]1[CH:8]=[C:9]2[CH:15]=[C:14]([CH3:38])[NH:13][C:10]2=[N:11][CH:12]=1)=[O:5] |f:1.2.3|. Reported procedure: 2,6-Difluoro-N-(3-methyl-1-(phenylsulfonyl)-1H-pyrrolo[2,3-b]pyridin-5-yl)-3-(propylsulfonamido)benzamide (0.654 g, 1.19 mmol) was dissolved in MeOH (9 mL) and water (3 mL). K2CO3 (3.295 g, 23.84 mmol) was added, and the reaction mixture was stirred at reflux overnight. The solution was partitioned between water and EtOAc. The organic layer was washed with water (3×), brine, dried over Na2SO4 and concentrated to a solid. The solid was triturated with DCM to provide 2,6-difluoro-N-(2-methyl-1H-py...